Dataset: the Open Reaction Database (ORD), a public repository of structured organic reaction records. Task: describe an organic reaction: reactants, conditions, products, and yield The reactants are N1C=CC2=CC=C(C=C12)C(=O)OC (methyl indole-6-carboxylate), [H-].C(C(C)C)[Al+]CC(C)C (diisobutylaluminum hydride), [H-].C(C(C)C)[Al+]CC(C)C (diisobutylaluminum hydride), CO (Methanol), S(=O)(=O)([O-])[O-].[Na+].[Na+] (sodium sulfate). The solvent is C1(=CC=CC=C1)C (toluene). Conditions: time 30 minute. The product is OCC1=CC=C2C=CNC2=C1 (6-hydroxymethylindole). Isolated yield 81.4%. Reaction SMILES: [NH:1]1[C:9]2[C:4](=[CH:5][CH:6]=[C:7]([C:10](OC)=[O:11])[CH:8]=2)[CH:3]=[CH:2]1.[H-].C([Al+]CC(C)C)C(C)C.CO.S([O-])([O-])(=O)=O.[Na+].[Na+]>C1(C)C=CC=CC=1>[OH:11][CH2:10][C:7]1[CH:8]=[C:9]2[C:4]([CH:3]=[CH:2][NH:1]2)=[CH:5][CH:6]=1 |f:1.2,4.5.6|. Procedure: A stirred solution of methyl indole-6-carboxylate (50 g) (see Example 1, part b) in dry toluene (1 liter), in a three-necked three-liter flask fitted with a mechanical stirrer, thermometer and dropping funnel, was cooled to -70° under an atmosphere of nitrogen, and treated dropwise with a solution of diisobutylaluminum hydride (381 ml of 1.5M solution in toluene) over 50 min. After 2.5 hr a further portion of diisobutylaluminum hydride (25 ml) was added dropwise, and the mixture stirred for a fu...